Dataset: the Open Reaction Database (ORD), a public repository of structured organic reaction records. Task: describe an organic reaction: reactants, conditions, products, and yield Starting materials: BrC=1C=C(C=NC1Cl)C(=O)O (5-bromo-6-chloro-3-pyridinecarboxylic acid), NC[C@](O)(C1CC1)C ((R)-α-(aminomethyl)-α-methyl-cyclopropanemethanol), N1=CC(=CC=C1)CO (3-pyridinemethanol), FC1=CC=C(C=C1)B(O)O ((4-fluoro-phenyl)-boronic acid). Yields the product C1(CC1)[C@@](CNC(C1=CN=C(C(=C1)C1=CC=C(C=C1)F)OCC=1C=NC=CC1)=O)(C)O (N-((R)-2-cyclopropyl-2-hydroxy-propyl)-5-(4-fluoro-phenyl)-6-(pyridin-3-ylmethoxy)-nicotinamide). Reaction SMILES: Br[C:2]1[CH:3]=[C:4]([C:9]([OH:11])=O)[CH:5]=[N:6][C:7]=1Cl.[N:12]1[CH:17]=[CH:16][CH:15]=[C:14]([CH2:18][OH:19])[CH:13]=1.[F:20][C:21]1[CH:26]=[CH:25][C:24](B(O)O)=[CH:23][CH:22]=1.[NH2:30][CH2:31][C@@:32]([CH3:37])([CH:34]1[CH2:36][CH2:35]1)[OH:33]>>[CH:34]1([C@:32]([OH:33])([CH3:37])[CH2:31][NH:30][C:18](=[O:19])[C:14]2[CH:15]=[C:16]([C:24]3[CH:25]=[CH:26][C:21]([F:20])=[CH:22][CH:23]=3)[C:17]([O:11][CH2:9][C:4]3[CH:5]=[N:6][CH:7]=[CH:2][CH:3]=3)=[N:12][CH:13]=2)[CH2:36][CH2:35]1. Procedure details: The title compound was synthesized in analogy to Example 75, using 5-bromo-6-chloro-3-pyridinecarboxylic acid, 3-pyridinemethanol, (4-fluoro-phenyl)-boronic acid and (R)-α-(aminomethyl)-α-methyl-cyclopropanemethanol as starting materials to yield N-((R)-2-cyclopropyl-2-hydroxy-propyl)-5-(4-fluoro-phenyl)-6-(pyridin-3-ylmethoxy)-nicotinamide, MS (ISP) 422.0 (M+H)+. The reactants are FC1=CC=C(C=C1)C1(CC2=CC=CC=C2C1)O (2-(4-fluorophenyl)-2-indanol), Cl (hydrochloric acid). Solvent: C1CCOC1 (THF), O (water). Run at time 14 hour. Product: FC1=CC=C(C=C1)C=1CC2=CC=CC=C2C1 (2-(4-fluorophenyl)-1H-indene). Isolated yield 70.8%. As a reaction SMILES: [F:1][C:2]1[CH:7]=[CH:6][C:5]([C:8]2(O)[CH2:16][C:15]3[C:10](=[CH:11][CH:12]=[CH:13][CH:14]=3)[CH2:9]2)=[CH:4][CH:3]=1.Cl>C1COCC1.O>[F:1][C:2]1[CH:3]=[CH:4][C:5]([C:8]2[CH2:16][C:15]3[C:10]([CH:9]=2)=[CH:11][CH:12]=[CH:13][CH:14]=3)=[CH:6][CH:7]=1. Procedure details: To a solution of 2-(4-fluorophenyl)-2-indanol (21.0 g, 92.1 mmol) in THF (200 mL) was added a solution of concentrated hydrochloric acid (40 mL) in water (60 mL). The solution was stirred at room temperature overnight (14 h). The solid was collected and washed with pentane (50 mL) and then tetrahydrofuran (50 mL) to give 13.7 g of yield 2-(4-fluorophenyl)-1H-indene. 1H-N.M.R. (CDCl3) d 3.78(br s, 2H), d 7.05 (br d, J=8.6 Hz, 2H), d 7.13(br s, 1H), d 7.17(tt, J=7.4, 1.2 Hz, 1H), d 7.7(br t J=7.4 ...